Dataset: the Open Reaction Database (ORD), a public repository of structured organic reaction records. Task: describe an organic reaction: reactants, conditions, products, and yield Product: C(C(C)C)NC(=O)C1=C(N(C2=CC(=CC=C12)OC)C)C (6-Methoxy-1,2-dimethyl-1H-indole-3-carboxylic acid isobutyl-amide). Reported procedure: This material was prepared from 1,2-dimethyl-6-methoxy-1H-indole-3-carboxylic acid 16c, oxalyl chloride and isobutylamine in a manner as previously described for example 16d. 1H NMR (300 MHz, CDCl3) δ7.56 (1H, d, J=8.6 Hz), 6.85 (1H, dd, J=2.2, 8.6 Hz), 6.78 (1H, d, J=2.2 Hz), 3.87 (3H, s), 3.63 (3H, s), 3.32 (2H, m), 2.69 (3H, s), 1.93 (1H, m), 1.02 (3H, s), 1.00 (3H, s). LCMS (ESI+) [M+H]/z Calc'd 275, found 275. As a reaction SMILES: [CH3:1][N:2]1[C:10]2[C:5](=[CH:6][CH:7]=[C:8]([O:11][CH3:12])[CH:9]=2)[C:4]([C:13]([OH:15])=O)=[C:3]1[CH3:16].C(Cl)(=O)C(Cl)=O.[CH2:23]([NH2:27])[CH:24]([CH3:26])[CH3:25]>>[CH2:23]([NH:27][C:13]([C:4]1[C:5]2[C:10](=[CH:9][C:8]([O:11][CH3:12])=[CH:7][CH:6]=2)[N:2]([CH3:1])[C:3]=1[CH3:16])=[O:15])[CH:24]([CH3:26])[CH3:25]. Reactants: CN1C(=C(C2=CC=C(C=C12)OC)C(=O)O)C (1,2-dimethyl-6-methoxy1H-indole-3-carboxylic acid), C(C(=O)Cl)(=O)Cl (oxalyl chloride), C(C(C)C)N (isobutylamine).